This data is from the Open Reaction Database (ORD), a public repository of structured organic reaction records. The task is: describe an organic reaction: reactants, conditions, products, and yield Reactants: C1(=CC=CC=C1)[Mg]I (phenylmagnesium iodide), IC1=CC=CC2=CC=CC(=C12)I (1,8-diiodonaphthalene). Reagents/catalysts: C/C(=C/C(=O)C)/[O-].C/C(=C/C(=O)C)/[O-].[Ni+2] (nickel(II) acetylacetonate). Product: C1(=CC=CC=C1)C1=CC=CC2=CC=CC(=C12)C1=CC=CC=C1 (1,8-diphenylnaphthalene). The yield is 70.0%. RXN SMILES: [C:1]1([Mg]I)[CH:6]=[CH:5][CH:4]=[CH:3][CH:2]=1.I[C:10]1[C:19]2[C:14](=[CH:15][CH:16]=[CH:17][C:18]=2I)[CH:13]=[CH:12][CH:11]=1>C/C(/[O-])=C/C(C)=O.C/C(/[O-])=C/C(C)=O.[Ni+2]>[C:1]1([C:10]2[C:19]3[C:14](=[CH:15][CH:16]=[CH:17][C:18]=3[C:1]3[CH:6]=[CH:5][CH:4]=[CH:3][CH:2]=3)[CH:13]=[CH:12][CH:11]=2)[CH:6]=[CH:5][CH:4]=[CH:3][CH:2]=1 |f:2.3.4|. Reported procedure: Nickel(II) acetylacetonate has affected other cross-coupling reactions, however. Mitchell and Yan, Can. J. Chem., 58, 2584 (1980), reported yields of 35-60%, 3,3"-dichloro-2,2"-dimethyl-o-terphenyl in the cross-coupling of 3-chloro-2-methylphenylmagnesium chloride with o-dibromobenzene in tetrahydrofuran using equivalent amounts of the reactants and 6 mole percent nickel(II) acetylacetonate based on the Grignard reagent. Ibuki, et al., Bull. Chem. Soc. Japan, 53, 821 (1980), reported cross-coupl... Reactants: CN1C2CCC(C1C=1C=NC=CC1)CC2 ((±)-2-Methyl-3-(3-pyridyl)-2-azabicylo[2.2.2]octane), C(\C=C\C(=O)O)(=O)O (fumaric acid). Solvent: C(C)O (ethanol). The product is C(\C=C\C(=O)O)(=O)O.CN1C2CCC(C1C=1C=NC=CC1)CC2 ((+/-)-2-Methyl-3-(3-pyridyl)-2-azabicylo[2.2.2]octane fumarate). Isolated yield 120.6%. Reaction SMILES: [CH3:1][N:2]1[CH:7]([C:8]2[CH:9]=[N:10][CH:11]=[CH:12][CH:13]=2)[CH:6]2[CH2:14][CH2:15][CH:3]1[CH2:4][CH2:5]2.[C:16]([OH:23])(=[O:22])/[CH:17]=[CH:18]/[C:19]([OH:21])=[O:20]>C(O)C>[C:16]([OH:23])(=[O:22])/[CH:17]=[CH:18]/[C:19]([OH:21])=[O:20].[CH3:1][N:2]1[CH:7]([C:8]2[CH:9]=[N:10][CH:11]=[CH:12][CH:13]=2)[CH:6]2[CH2:14][CH2:15][CH:3]1[CH2:4][CH2:5]2 |f:3.4|. Procedure: To a solution of compound (XV) (120 mg, 0.495 mmol) in absolute ethanol (5 mL) was added fumaric acid (138 mg, 1.18 mmol). The resulting suspension was sonicated until complete dissolution occurred. The solvent was removed on a rotary evaporator to give a colorless syrup which was crystallized from absolute ethanol to yield 190 mg (88%) of compound (XVI). Mp=142°-143° C. 1H NMR(D2O+TSP): δ 8.71 (s, 1H), 8.64-8.62 (m, 1H), 8.30-8.22 (d, 1H), 7.79-7.72 (m, 1H), 6.60 (s, 3H), 4.58 (s, 1H), 3.90 (s,... The reactants are C(C)(=O)O[C@@]1([C@]2(CC)[C@@H](C=C1)[C@@H]1CCC3=CC(CC[C@@H]3[C@H]1CC2)=O)C#C (17β-acetoxy-17α-ethynyl-18-methyl-4,15-estradien-3-one), ice water, O1CCCC1 (tetrahydrofuran), crude product, O1CCCC1 (tetrahydrofuran), [H-].C(C)(C)(C)O[Al](OC(C)(C)C)OC(C)(C)C.[Li+] (lithium tri-(tert.butoxy)-aluminum hydride), S(O)(O)(=O)=O (sulfuric acid). Run in CC(=O)C.CCCCCC (acetone hexane). Reaction conditions: time 1 hour. RXN SMILES: [C:1]([O:4][C@@:5]1([C:25]#[CH:26])[CH:11]=[CH:10][C@H:9]2[C@H:12]3[C@H:21]([CH2:22][CH2:23][C@:6]12[CH2:7][CH3:8])[C@@H:20]1[C:15](=[CH:16][C:17](=[O:24])[CH2:18][CH2:19]1)[CH2:14][CH2:13]3)(=[O:3])[CH3:2].O1CCCC1.[H-].C(O[Al](OC(C)(C)C)OC(C)(C)C)(C)(C)C.[Li+].S(=O)(=O)(O)O>CC(C)=O.CCCCCC>[C:1]([O:4][C@@:5]1([C:25]#[CH:26])[CH:11]=[CH:10][C@H:9]2[C@H:12]3[C@H:21]([CH2:22][CH2:23][C@:6]12[CH2:7][CH3:8])[C@@H:20]1[C:15](=[CH:16][C@@H:17]([OH:24])[CH2:18][CH2:19]1)[CH2:14][CH2:13]3)(=[O:3])[CH3:2] |f:2.3.4,6.7|. Procedure details: Analogously to Example 13, 1.5 g. of 17β-acetoxy-17α-ethynyl-18-methyl-4,15-estradien-3-one in 40 ml. of tetrahydrofuran is reacted with 4.5 g. of lithium tri-(tert.butoxy)-aluminum hydride in 30 ml. of tetrahydrofuran. After 1 hour, the solution is introduced into ice water which contains sulfuric acid and worked up analogously to Example 13. After chromatography of the crude product on silica gel with 5-8% acetone-hexane, 530 mg. of 17β-acetoxy-17α-ethynyl-18-methyl-4,15-estradien-3β-ol is obt... The product is C(C)(=O)O[C@@]1([C@]2(CC)[C@@H](C=C1)[C@@H]1CCC3=C[C@H](CC[C@@H]3[C@H]1CC2)O)C#C (17β-acetoxy-17α-ethynyl-18-methyl-4,15-estradien-3β-ol). Starting materials: CC(C)(C)OC(=O)NC1CCN(c2ncnc3[nH]ncc23)CC1, CCOCC, Cl. Product: NC1CCN(c2ncnc3[nH]ncc23)CC1. As a reaction SMILES: [C:1]([O:2][C:3](=[O:4])[NH:7][CH:8]1[CH2:9][CH2:10][N:11]([c:14]2[c:15]3[c:16]([n:17][cH:18][n:19]2)[nH:20][n:21][cH:22]3)[CH2:12][CH2:13]1)([CH3:5])([CH3:6])[CH3:23].[CH3:25][CH2:26][O:27][CH2:28][CH3:29].[ClH:24]>>[NH2:7][CH:8]1[CH2:9][CH2:10][N:11]([c:14]2[c:15]3[c:16]([n:17][cH:18][n:19]2)[nH:20][n:21][cH:22]3)[CH2:12][CH2:13]1. Reactants: COC(OC)N(C)C, Cc1ccccc1, CC(=O)CC(=O)c1ccccc1Cl. Product: CC(=O)C(=CN(C)C)C(=O)c1ccccc1Cl. As a reaction SMILES: [CH3:14][O:15][CH:16]([N:17]([CH3:18])[CH3:19])[O:20][CH3:21].[CH3:22][c:23]1[cH:24][cH:25][cH:26][cH:27][cH:28]1.[Cl:1][c:2]1[c:3]([C:8]([CH2:9][C:10]([CH3:11])=[O:12])=[O:13])[cH:4][cH:5][cH:6][cH:7]1>>[Cl:1][c:2]1[c:3]([C:8]([C:9]([C:10]([CH3:11])=[O:12])=[CH:16][N:17]([CH3:18])[CH3:19])=[O:13])[cH:4][cH:5][cH:6][cH:7]1. Reactants: O=C([O-])[O-], COc1cccc(CBr)c1, [Cs+], [Cs+], COC(=O)C1=C(C)NC(=O)CC1c1ccc(C(F)(F)F)cc1, CN(C)C=O, O. Yields the product COC(=O)C1=C(C)N(Cc2cccc(OC)c2)C(=O)CC1c1ccc(C(F)(F)F)cc1. Reaction SMILES: [C:23](=[O:24])([O-:25])[O-:26].[CH3:29][O:30][c:31]1[cH:32][c:33]([CH2:34][Br:35])[cH:36][cH:37][cH:38]1.[Cs+:27].[Cs+:28].[F:1][C:2]([c:3]1[cH:4][cH:5][c:6]([CH:9]2[C:10]([C:17](=[O:18])[O:19][CH3:20])=[C:11]([CH3:16])[NH:12][C:13](=[O:15])[CH2:14]2)[cH:7][cH:8]1)([F:21])[F:22].[O:39]=[CH:40][N:41]([CH3:42])[CH3:43].[OH2:44]>>[F:1][C:2]([c:3]1[cH:4][cH:5][c:6]([CH:9]2[C:10]([C:17](=[O:18])[O:19][CH3:20])=[C:11]([CH3:16])[N:12]([CH2:34][c:33]3[cH:32][c:31]([O:30][CH3:29])[cH:38][cH:37][cH:36]3)[C:13](=[O:15])[CH2:14]2)[cH:7][cH:8]1)([F:21])[F:22]. The reactants are ClC1=CC(=C(C=C1Cl)N)N (4,5-dichloro-o-phenylenediamine), O=C1C(CSC1)C(=O)OC (tetrahydro-4-oxo-3-thiophene carboxylic acid, methyl ester). Run in C1=CC=CC=C1 (benzene). Yields the product ClC1=CC2=C(NC(C3=C(N2)CSC3)=O)C=C1Cl (6,7-dichloro-1,3,4,9-tetrahydro-10H-thieno[3,4-b][1,5]benzodiazepin-10-one). As a reaction SMILES: [Cl:1][C:2]1[C:7]([Cl:8])=[CH:6][C:5]([NH2:9])=[C:4]([NH2:10])[CH:3]=1.O=[C:12]1[CH2:16][S:15][CH2:14][CH:13]1[C:17](OC)=[O:18]>C1C=CC=CC=1>[Cl:1][C:2]1[C:7]([Cl:8])=[CH:6][C:5]2[NH:9][C:17](=[O:18])[C:13]3[CH2:14][S:15][CH2:16][C:12]=3[NH:10][C:4]=2[CH:3]=1. Reported procedure: A reaction mixture comprising 106 g. of 4,5-dichloro-o-phenylenediamine and 96 g. of tetrahydro-4-oxo-3-thiophene carboxylic acid, methyl ester in 4 liters of benzene is refluxed for 5 hours and then cooled overnight. The benzene is removed by distillation and replaced by toluene. The mixture is refluxed 2 hours, 10 ml. of water and 0.5 ml. of acetic acid are added and the mixture is refluxed overnight, cooled to room temperature and filtered. The solid is washed with three 100 ml. portions of t... Procedure details: 190 mg of 3-Methyl-thieno[3,2-b]pyridine (1.28 mmol) is dissolved in 3.0 ml of dry THF and cooled to −78° C. 0.62 ml of n-BuLi 2.5M in hexane (1.54 mmol) is added at −78° C. and stirred at −78° C. for 10 min and room temperature for 10 min. The reaction vessel is cooled to −78° C. again and 3.3 ml of 0.5 M ZnCl2 in THF (1.66 mmol) is added at −78C and stirred at room temperature for 15 min. 343 mg of 8-(1-ethyl-propyl)-3-iodo-2,6-dimethyl-imidazo[1,2-b]pyridazine (1.0 mmol) and 41 mg of PdCl2(pd... The yield is 34.8%. Run at temperature -78 celsius, time 10 minute. Product: C(C)C(CC)C=1C=2N(N=C(C1)C)C(=C(N2)C)C2=C(C1=NC=CC=C1S2)C (8-(1-ethyl-propyl)-2,6-dimethyl-3-(3-methyl-thieno[3,2-b]pyridin-2-yl)-imidazo[1,2-b]pyridazine). RXN SMILES: [CH3:1][C:2]1[C:6]2=[N:7][CH:8]=[CH:9][CH:10]=[C:5]2[S:4][CH:3]=1.[Li]CCCC.CCCCCC.[CH2:22]([CH:24]([C:27]1[C:28]2[N:29]([C:34](I)=[C:35]([CH3:37])[N:36]=2)[N:30]=[C:31]([CH3:33])[CH:32]=1)[CH2:25][CH3:26])[CH3:23]>C1COCC1.[Cl-].[Cl-].[Zn+2]>[CH2:22]([CH:24]([C:27]1[C:28]2[N:29]([C:34]([C:3]3[S:4][C:5]4[C:6](=[N:7][CH:8]=[CH:9][CH:10]=4)[C:2]=3[CH3:1])=[C:35]([CH3:37])[N:36]=2)[N:30]=[C:31]([CH3:33])[CH:32]=1)[CH2:25][CH3:26])[CH3:23] |f:5.6.7|. The reactants are CC1=CSC=2C1=NC=CC2 (3-Methyl-thieno[3,2-b]pyridine), C(C)C(CC)C=1C=2N(N=C(C1)C)C(=C(N2)C)I (8-(1-ethyl-propyl)-3-iodo-2,6-dimethyl-imidazo[1,2-b]pyridazine), PdCl2(pddf), [Li]CCCC (n-BuLi), CCCCCC (hexane). Run in C1CCOC1 (THF), C1CCOC1 (THF). The reagents and catalysts are [Cl-].[Cl-].[Zn+2] (ZnCl2).